From a dataset of the Open Reaction Database (ORD), a public repository of structured organic reaction records. describe an organic reaction: reactants, conditions, products, and yield The reactants are CC(C)C(=O)Nc1cc(C2CCN(CCCN)CC2)c(F)cc1F, Cc1ccc(C(O)(C(=O)O)c2ccc(C)cc2)cc1. The product is Cc1ccc(C(O)(C(=O)NCCCN2CCC(c3cc(NC(=O)C(C)C)c(F)cc3F)CC2)c2ccc(C)cc2)cc1. Reaction SMILES: [NH2:20][CH2:21][CH2:22][CH2:23][N:24]1[CH2:25][CH2:26][CH:27]([c:30]2[c:31]([F:43])[cH:32][c:33]([F:42])[c:34]([NH:36][C:37]([CH:38]([CH3:39])[CH3:40])=[O:41])[cH:35]2)[CH2:28][CH2:29]1.[OH:1][C:2]([C:3](=[O:4])[OH:5])([c:6]1[cH:7][cH:8][c:9]([CH3:12])[cH:10][cH:11]1)[c:13]1[cH:14][cH:15][c:16]([CH3:19])[cH:17][cH:18]1>>[OH:1][C:2]([C:3](=[O:4])[NH:20][CH2:21][CH2:22][CH2:23][N:24]1[CH2:25][CH2:26][CH:27]([c:30]2[c:31]([F:43])[cH:32][c:33]([F:42])[c:34]([NH:36][C:37]([CH:38]([CH3:39])[CH3:40])=[O:41])[cH:35]2)[CH2:28][CH2:29]1)([c:6]1[cH:7][cH:8][c:9]([CH3:12])[cH:10][cH:11]1)[c:13]1[cH:14][cH:15][c:16]([CH3:19])[cH:17][cH:18]1. Starting materials: FC(F)(F)I (trifluoromethyliodide), IC=1C=C(C=C(C1)C)C (5-iodo-m-xylene). Reagents/catalysts: [Cu] (copper bronze). Run in O (water), CN(C=O)C (dimethylformamide). Product: FC(C=1C=C(C=C(C1)C)C)(F)F (5-(Trifluoromethyl)-m-xylene). Reaction SMILES: I[C:2]1[CH:3]=[C:4]([CH3:9])[CH:5]=[C:6]([CH3:8])[CH:7]=1.[F:10][C:11](I)([F:13])[F:12]>CN(C)C=O.O.[Cu]>[F:10][C:11]([F:13])([F:12])[C:2]1[CH:3]=[C:4]([CH3:9])[CH:5]=[C:6]([CH3:8])[CH:7]=1. Procedure details: A solution of 5-iodo-m-xylene (2.3 g) in dimethylformamide (DMF)(30 ml) and copper bronze (0.65 g) in a stainless steel tube is cooled and treated with trifluoromethyliodide (15 g). The tube is sealed and heated at 130°-140° C. in a rocking autoclave for 6 hours. After cooling and venting, the reaction mixture is diluted with water and extracted with n-hexane (2×200 ml). The combined hexane extracts are washed with aqueous NaHCO3 and water. After drying over MgSO4, the solvent is removed under r... Reactants: NC1=CC=C(C(=O)N(C2=CC(=CC=C2)OC)CCN2CCC(CC2)C(C2=CC=C(C=C2)F)=O)C=C1 (4-amino-N-{2-[4-(4-fluorobenzoyl)piperidino]ethyl}-N-(3-methoxyphenyl)benzamide), COC1OC(CC1)OC (2,5-dimethoxytetrahydrofuran). Product: N1(C=CC=C1)C1=CC=C(C(=O)N(C2=CC(=CC=C2)OC)CCN2CCC(CC2)C(C2=CC=C(C=C2)F)=O)C=C1 (4-(Pyrrole-1-yl)-N-{2-[4-(4-fluorobenzoyl)piperidino]ethyl}-N-(3-methoxyphenyl)benzamide). Yield: 78.0%. RXN SMILES: [NH2:1][C:2]1[CH:35]=[CH:34][C:5]([C:6]([N:8]([CH2:17][CH2:18][N:19]2[CH2:24][CH2:23][CH:22]([C:25](=[O:33])[C:26]3[CH:31]=[CH:30][C:29]([F:32])=[CH:28][CH:27]=3)[CH2:21][CH2:20]2)[C:9]2[CH:14]=[CH:13][CH:12]=[C:11]([O:15][CH3:16])[CH:10]=2)=[O:7])=[CH:4][CH:3]=1.CO[CH:38]1[CH2:42][CH2:41][CH:40](OC)O1>>[N:1]1([C:2]2[CH:3]=[CH:4][C:5]([C:6]([N:8]([CH2:17][CH2:18][N:19]3[CH2:24][CH2:23][CH:22]([C:25](=[O:33])[C:26]4[CH:27]=[CH:28][C:29]([F:32])=[CH:30][CH:31]=4)[CH2:21][CH2:20]3)[C:9]3[CH:14]=[CH:13][CH:12]=[C:11]([O:15][CH3:16])[CH:10]=3)=[O:7])=[CH:34][CH:35]=2)[CH:38]=[CH:42][CH:41]=[CH:40]1. Procedure details: Using 4-amino-N-{2-[4-(4-fluorobenzoyl)piperidino]ethyl}-N-(3-methoxyphenyl)benzamide (238.1 mg, 0.50 mmol) and 2,5-dimethoxytetrahydrofuran (0.066 ml, 0.50 mmol), the procedure of Inventive Example 149 was repeated to obtain 205.0 mg (78.0%) of the title compound in a light brown amorphous form. Reported procedure: 10 g of 4-(4-hydroxyphenyl)cyclohexanone (52.56 mmol, 1 eq.) are placed in 150 mL of tetrahydrofuran in a 250 mL round-bottomed flask under nitrogen. The solution is cooled to 4° C. on an ice bath and 2.523 g of 60% sodium hydride (63.08 mmol, 1.2 eq.) are added portionwise. 14.141 g of ethyl diethylphosphoacetate (63.08 mmol, 1.2 eq.) are placed in 150 mL of tetrahydrofuran in another 250 mL round-bottomed flask under nitrogen. This second solution is cooled on an ice bath and 2.523 g of 60% so... The solvent is O1CCCC1 (tetrahydrofuran), O1CCCC1 (tetrahydrofuran). Reaction SMILES: O[C:2]1[CH:7]=[CH:6][C:5]([CH:8]2[CH2:13][CH2:12][C:11](=[O:14])[CH2:10][CH2:9]2)=[CH:4][CH:3]=1.[H-].[Na+].C([C:19](CC)(P(=O)=O)[C:20]([O:22][CH2:23][CH3:24])=[O:21])C>O1CCCC1>[OH:14][C:11]1[CH:12]=[CH:13][C:8]([CH:5]2[CH2:6][CH2:7][C:2](=[CH:19][C:20]([O:22][CH2:23][CH3:24])=[O:21])[CH2:3][CH2:4]2)=[CH:9][CH:10]=1 |f:1.2|. Yield: 98.7%. The product is OC1=CC=C(C=C1)C1CCC(CC1)=CC(=O)OCC (ethyl [4-(4-hydroxyphenyl)cyclohexylidene]acetate). Reactants: C(C)C(C(=O)OCC)(P(=O)=O)CC (ethyl diethylphosphoacetate), [H-].[Na+] (sodium hydride), OC1=CC=C(C=C1)C1CCC(CC1)=O (4-(4-hydroxyphenyl)cyclohexanone), [H-].[Na+] (sodium hydride). Run at temperature 4 celsius, time 30 minute.